From a dataset of the Open Reaction Database (ORD), a public repository of structured organic reaction records. describe an organic reaction: reactants, conditions, products, and yield Reactants: C(C1=CC=CC=C1)N(C1CC2=C(CCC1)C=C(C(=C2)Cl)O)C(=O)OC(C)(C)C (N-benzyl-N-(3-chloro-6,7,8,9-tetrahydro-2-hydroxy-5H-benzocyclohepten-6-yl)-tert-butoxycarbonylamine), Cl (hydrogen chloride). Solvent: C(C)(=O)OCC (ethyl acetate). Product: C(C1=CC=CC=C1)NC1CC2=C(CCC1)C=C(C(=C2)Cl)O (N-benzyl-(3-chloro-6,7,8,9-tetrahydro-2-hydroxy-5H-benzocyclohepten-6-yl)amine). Yield: 98.6%. Reaction SMILES: [CH2:1]([N:8](C(OC(C)(C)C)=O)[CH:9]1[CH2:15][CH2:14][CH2:13][C:12]2[CH:16]=[C:17]([OH:21])[C:18]([Cl:20])=[CH:19][C:11]=2[CH2:10]1)[C:2]1[CH:7]=[CH:6][CH:5]=[CH:4][CH:3]=1.Cl>C(OCC)(=O)C>[CH2:1]([NH:8][CH:9]1[CH2:15][CH2:14][CH2:13][C:12]2[CH:16]=[C:17]([OH:21])[C:18]([Cl:20])=[CH:19][C:11]=2[CH2:10]1)[C:2]1[CH:3]=[CH:4][CH:5]=[CH:6][CH:7]=1. Procedure details: A mixture of N-benzyl-N-(3-chloro-6,7,8,9-tetrahydro-2-hydroxy-5H-benzocyclohepten-6-yl)-tert-butoxycarbonylamine (135 mg) and 4N hydrogen chloride in ethyl acetate (3 ml) was stirred under ice-cooling for 2 hours and at room temperature for 5 hours and evaporated in vacuo. The residue was partitioned between ethyl acetate and an aqueous solution of sodium bicarbonate. The organic layer was separated, washed with brine, dried over sodium sulfate, and evaporated in vacuo to afford N-benzyl-(3-chl... Reaction SMILES: [Cl:1][C:2]1[CH:3]=[CH:4][C:5]2[N:11]([CH3:12])[C:10](=[O:13])[CH:9]3[CH2:14][CH2:15][CH2:16][N:8]3[C:7](=O)[C:6]=2[CH:18]=1.B.CO>O1CCCC1>[Cl:1][C:2]1[CH:3]=[CH:4][C:5]2[N:11]([CH3:12])[C:10](=[O:13])[CH:9]3[CH2:14][CH2:15][CH2:16][N:8]3[CH2:7][C:6]=2[CH:18]=1. Yields the product ClC=1C=CC2=C(CN3C(C(N2C)=O)CCC3)C1 (7-Chloro-1,2,3,5,10,11 a-hexahydro-10-methyl-11 H-pyrrolo[2,1-c] [1,4] benzodiazepin-11 -one). Reactants: ClC=1C=CC2=C(C(N3C(C(N2C)=O)CCC3)=O)C1 ((+)-7 -chloro-1,2,3,11a-tetrahydro-10-methyl-5 H-pyrrolo[2,1-c] [1,4] -benzodiazepin-5,11(10H)-dione), B (borane), hydrochloride salt, CO (methanol). Procedure details: The above compound is obtained when (+)-7 -chloro-1,2,3,11a-tetrahydro-10-methyl-5 H-pyrrolo[2,1-c] [1,4] -benzodiazepin-5,11(10H)-dione (melting point 155°-157°C. is prepared from L-proline and 5-chloro-N-methylisatoic acid as described in Example 1) is treated with 1M borane in tetrahydrofuran as described in Example 1. The hydrochloride salt melts at 270°-272°C., [α]D 25 + 377° (1.03%) methanol). Run in O1CCCC1 (tetrahydrofuran). Starting materials: ClC=1C=C(C=C(C1F)Cl)C1(CNCC1)C(F)(F)F (3-(3,5-Dichloro-4-fluorophenyl)-3-(trifluoromethyl)pyrrolidine), COC(C)(C)C (t-butyl methyl ether), FC1=CC(=C(C#N)C=C1)C(F)(F)F (4-fluoro-2-(tri-fluoromethyl)benzonitrile), C(C)(C)N(C(C)C)CC (N,N-diisopropylethylamine). Solvent: CN(C(C)=O)C (N,N-dimethylacetamide). Yields the product ClC=1C=C(C=C(C1F)Cl)C1(CN(CC1)C1=CC(=C(C#N)C=C1)C(F)(F)F)C(F)(F)F (4-[3-(3,5-dichloro-4-fluorophenyl)-3-(trifluoromethyl)pyrrolidin-1-yl]-2-(trifluoromethyl)benzonitrile). Yield: 78.4%. As a reaction SMILES: [Cl:1][C:2]1[CH:3]=[C:4]([C:10]2([C:15]([F:18])([F:17])[F:16])[CH2:14][CH2:13][NH:12][CH2:11]2)[CH:5]=[C:6]([Cl:9])[C:7]=1[F:8].F[C:20]1[CH:27]=[CH:26][C:23]([C:24]#[N:25])=[C:22]([C:28]([F:31])([F:30])[F:29])[CH:21]=1.C(N(CC)C(C)C)(C)C.COC(C)(C)C>CN(C)C(=O)C>[Cl:1][C:2]1[CH:3]=[C:4]([C:10]2([C:15]([F:18])([F:17])[F:16])[CH2:14][CH2:13][N:12]([C:20]3[CH:27]=[CH:26][C:23]([C:24]#[N:25])=[C:22]([C:28]([F:29])([F:31])[F:30])[CH:21]=3)[CH2:11]2)[CH:5]=[C:6]([Cl:9])[C:7]=1[F:8]. Procedure details: 3-(3,5-Dichloro-4-fluorophenyl)-3-(trifluoromethyl)pyrrolidine (0.9 g) and 4-fluoro-2-(tri-fluoromethyl)benzonitrile (0.62 g) were weighed, dissolved in N,N-dimethylacetamide (10 ml), added with N,N-diisopropylethylamine (1.0 ml) at room temperature and reacted for 1 hour using a microwave reactor (trade name: INITIATOR™, manufactured by Biotage). The reaction solution was diluted by adding t-butyl methyl ether, and the organic layer was washed three times with water and then saturated brine in ... Starting materials: [Ba+2], COC(C)OC, O=[N+]([O-])c1cccnc1Cl, [OH-], [OH-], O, O, O, O, O, O, O, O, O, Cc1cc(C)c(OB(O)O)c(C)c1, c1ccc(P(c2ccccc2)(c2ccccc2)[Pd](P(c2ccccc2)(c2ccccc2)c2ccccc2)(P(c2ccccc2)(c2ccccc2)c2ccccc2)P(c2ccccc2)(c2ccccc2)c2ccccc2)cc1. The product is Cc1cc(C)c(-c2ncccc2[N+](=O)[O-])c(C)c1. As a reaction SMILES: [Ba+2:33].[CH3:35][O:36][CH:37]([O:38][CH3:39])[CH3:40].[Cl:1][c:2]1[n:3][cH:4][cH:5][cH:6][c:7]1[N+:8](=[O:9])[O-:10].[OH-:32].[OH-:34].[OH2:24].[OH2:25].[OH2:26].[OH2:27].[OH2:28].[OH2:29].[OH2:30].[OH2:31].[OH2:41].[c:11]1([CH3:23])[c:12]([O:19][B:20]([OH:21])[OH:22])[c:13]([CH3:18])[cH:14][c:15]([CH3:17])[cH:16]1.[cH:42]1[cH:43][cH:44][c:45]([P:46]([Pd:47]([P:48]([c:49]2[cH:50][cH:51][cH:52][cH:53][cH:54]2)([c:55]2[cH:56][cH:57][cH:58][cH:59][cH:60]2)[c:61]2[cH:62][cH:63][cH:64][cH:65][cH:66]2)([P:67]([c:68]2[cH:69][cH:70][cH:71][cH:72][cH:73]2)([c:74]2[cH:75][cH:76][cH:77][cH:78][cH:79]2)[c:80]2[cH:81][cH:82][cH:83][cH:84][cH:85]2)[P:86]([c:87]2[cH:88][cH:89][cH:90][cH:91][cH:92]2)([c:93]2[cH:94][cH:95][cH:96][cH:97][cH:98]2)[c:99]2[cH:100][cH:101][cH:102][cH:103][cH:104]2)([c:105]2[cH:106][cH:107][cH:108][cH:109][cH:110]2)[c:111]2[cH:112][cH:113][cH:114][cH:115][cH:116]2)[cH:117][cH:118]1>>[c:2]1(-[c:12]2[c:11]([CH3:23])[cH:16][c:15]([CH3:17])[cH:14][c:13]2[CH3:18])[n:3][cH:4][cH:5][cH:6][c:7]1[N+:8](=[O:9])[O-:10]. RXN SMILES: [CH3:26][CH2:27][O:28][CH2:29][CH3:30].[Cl:1][CH2:2][Cl:3].[F:4][c:5]1[c:6]([C:7](=[O:8])[c:9]2[cH:10][c:11]([C:14](=[O:15])[OH:16])[nH:12][cH:13]2)[c:17]([F:22])[cH:18][c:19]([F:21])[cH:20]1.[N+:23](=[N-:24])=[CH2:25]>>[F:4][c:5]1[c:6]([C:7](=[O:8])[c:9]2[cH:10][c:11]([C:14](=[O:15])[O:16][CH3:25])[nH:12][cH:13]2)[c:17]([F:22])[cH:18][c:19]([F:21])[cH:20]1. Starting materials: CCOCC, ClCCl, O=C(O)c1cc(C(=O)c2c(F)cc(F)cc2F)c[nH]1, C=[N+]=[N-]. Product: COC(=O)c1cc(C(=O)c2c(F)cc(F)cc2F)c[nH]1.